Dataset: the Open Reaction Database (ORD), a public repository of structured organic reaction records. Task: describe an organic reaction: reactants, conditions, products, and yield The reactants are CCO, [Na+], C1CCOC1, [OH-], CCOC(=O)C1CCN(c2nsc(N3CCN(C(=O)Nc4noc5ccccc45)CC3)n2)CC1. Yields the product O=C(O)C1CCN(c2nsc(N3CCN(C(=O)Nc4noc5ccccc45)CC3)n2)CC1. RXN SMILES: [CH3:42][CH2:43][OH:44].[Na+:36].[O:37]1[CH2:38][CH2:39][CH2:40][CH2:41]1.[OH-:35].[o:1]1[n:2][c:3]([NH:10][C:11](=[O:12])[N:13]2[CH2:14][CH2:15][N:16]([c:19]3[n:20][c:21]([N:24]4[CH2:25][CH2:26][CH:27]([C:30](=[O:31])[O:32][CH2:33][CH3:34])[CH2:28][CH2:29]4)[n:22][s:23]3)[CH2:17][CH2:18]2)[c:4]2[c:5]1[cH:6][cH:7][cH:8][cH:9]2>>[o:1]1[n:2][c:3]([NH:10][C:11](=[O:12])[N:13]2[CH2:14][CH2:15][N:16]([c:19]3[n:20][c:21]([N:24]4[CH2:25][CH2:26][CH:27]([C:30](=[O:31])[OH:32])[CH2:28][CH2:29]4)[n:22][s:23]3)[CH2:17][CH2:18]2)[c:4]2[c:5]1[cH:6][cH:7][cH:8][cH:9]2.